This data is from the Open Reaction Database (ORD), a public repository of structured organic reaction records. The task is: describe an organic reaction: reactants, conditions, products, and yield Procedure: A mixture of 5.0 g of 4-(1,2-benzisoxazole-3-yl)-1-piperidine carboxylic acid phenyl ester, 100 ml of ethanol, 50 g of (85%) potassium hydroxide and 50 ml of water was heated under reflux, with stirring, under nitrogen for 16 hrs. Most of the ethanol was removed in vacuo and the resultant aqueous suspension was extracted with ether (3×50 ml). The ether extracts were combined, washed with water, dried over anhydrous magnesium sulfate and the ether removed under reduced pressure to give an oil. Th... The product is Cl.N1CCC(CC1)C1=NOC2=C1C=CC=C2 (3-(4-Piperidyl)-1,2-benzisoxazole hydrochloride). Run at time 16 hour. Isolated yield 57.0%. Solvent: O (water), CCOCC (ether). Reaction SMILES: C1(OC([N:10]2[CH2:15][CH2:14][CH:13]([C:16]3[C:20]4[CH:21]=[CH:22][CH:23]=[CH:24][C:19]=4[O:18][N:17]=3)[CH2:12][CH2:11]2)=O)C=CC=CC=1.C(O)C.[OH-].[K+].[ClH:30]>CCOCC.O>[ClH:30].[NH:10]1[CH2:11][CH2:12][CH:13]([C:16]2[C:20]3[CH:21]=[CH:22][CH:23]=[CH:24][C:19]=3[O:18][N:17]=2)[CH2:14][CH2:15]1 |f:2.3,7.8|. The reactants are Cl (hydrogen chloride), C1(=CC=CC=C1)OC(=O)N1CCC(CC1)C1=NOC2=C1C=CC=C2 (4-(1,2-benzisoxazole-3-yl)-1-piperidine carboxylic acid phenyl ester), C(C)O (ethanol), [OH-].[K+] (potassium hydroxide). Starting materials: O1C=CC=C1 (furan), ClC(C(=O)CCl)Cl (1,1,3-trichloroacetone). The reagents and catalysts are [Zn] (zinc), [Pd] (Pd/C). Solvent: CO (MeOH). The product is C12CC(CC(C=C1)O2)=O (8-Oxa-bicyclo[3.2.1]oct-6-en-3-one), C12CC(CC(CC1)O2)=O (8-oxa-bicyclo[3.2.1]octan-3-one). Reaction SMILES: [O:1]1[CH:5]=[CH:4][CH:3]=[CH:2]1.Cl[CH:7](Cl)[C:8]([CH2:10]Cl)=[O:9]>CO.[Zn].[Pd]>[CH:5]12[O:1][CH:2]([CH:3]=[CH:4]1)[CH2:10][C:8](=[O:9])[CH2:7]2.[CH:5]12[O:1][CH:2]([CH2:3][CH2:4]1)[CH2:10][C:8](=[O:9])[CH2:7]2. Reported procedure: 8-Oxa-bicyclo[3.2.1]oct-6-en-3-one was synthesized by the known [4+3]cycloaddition of the commercially available furan and the oxyally generated from 1,1,3-trichloroacetone, followed by reduction with zinc (J. Org. Chem. 1999,64, 3398 and J. Am. Chem. Soc. 2001, 123, 5590). Internal double bond of the cycloadduct was reduced using Pd/C in MeOH to give 8-oxa-bicyclo[3.2.1]octan-3-one. The resulting ketone was subjected to Eadsworth-Horner-Emmons condition to yield the α,β-unsaturated ester. Catal...